This data is from the Open Reaction Database (ORD), a public repository of structured organic reaction records. The task is: describe an organic reaction: reactants, conditions, products, and yield Product: CCCCc1nc2ccccc2n1Cc1ccc(-c2ccccc2C(=O)O)cc1. RXN SMILES: [CH2:1]([CH2:2][CH2:3][CH3:4])[c:5]1[n:6][c:7]2[c:8]([n:9]1[CH2:10][c:11]1[cH:12][cH:13][c:14](-[c:17]3[c:18]([C:19](=[O:20])[O:21][CH3:22])[cH:23][cH:24][cH:25][cH:26]3)[cH:15][cH:16]1)[cH:27][cH:28][cH:29][cH:30]2.[CH3:33][OH:34].[Na+:32].[OH-:31]>>[CH2:1]([CH2:2][CH2:3][CH3:4])[c:5]1[n:6][c:7]2[c:8]([n:9]1[CH2:10][c:11]1[cH:12][cH:13][c:14](-[c:17]3[c:18]([C:19](=[O:20])[OH:21])[cH:23][cH:24][cH:25][cH:26]3)[cH:15][cH:16]1)[cH:27][cH:28][cH:29][cH:30]2. Reactants: CCCCc1nc2ccccc2n1Cc1ccc(-c2ccccc2C(=O)OC)cc1, CO, [Na+], [OH-]. Starting materials: ClC1=C(C(=NC=2N1N=CN2)C)CCCl (7-chloro-6-(2-chloroethyl)-5-methyl-s-triazolo[1,5-a]pyrimidine), 1g, C(C)(CC)N (sec-butylamine), C([O-])([O-])=O.[Na+].[Na+] (sodium carbonate). Run in C(C)O (ethanol). Product: C(C)(CC)N1CCC=2C(=NC=3N(C21)N=CN3)C (8-sec-Butyl-6,7-dihydro-5-methyl-8H-pyrrolo[3,2-e]-s-triazolo[1,5-a]pyrimidine). RXN SMILES: Cl[C:2]1[N:7]2[N:8]=[CH:9][N:10]=[C:6]2[N:5]=[C:4]([CH3:11])[C:3]=1[CH2:12][CH2:13]Cl.[CH:15]([NH2:19])([CH2:17][CH3:18])[CH3:16].C(=O)([O-])[O-].[Na+].[Na+]>C(O)C>[CH:15]([N:19]1[C:2]2[N:7]3[N:8]=[CH:9][N:10]=[C:6]3[N:5]=[C:4]([CH3:11])[C:3]=2[CH2:12][CH2:13]1)([CH2:17][CH3:18])[CH3:16] |f:2.3.4|. Procedure: A mixture of 2.3g of 7-chloro-6-(2-chloroethyl)-5-methyl-s-triazolo[1,5-a]pyrimidine, 1g of sec-butylamine, 1.8g of sodium carbonate and 20 ml of ethanol was refluxed for 2 hours. The hot reaction mixture was then filtered and the filtrate was concentrated under reduced pressure. Starting materials: COc1ccc(C(C)=O)cc1, CCO, Cc1nc(NN)cc(-c2ccccc2)n1. The product is COc1ccc(C(C)=NNc2cc(-c3ccccc3)nc(C)n2)cc1. RXN SMILES: [CH3:16][O:17][c:18]1[cH:19][cH:20][c:21]([C:24]([CH3:25])=[O:26])[cH:22][cH:23]1.[CH3:27][CH2:28][OH:29].[NH:1]([NH2:2])[c:3]1[n:4][c:5]([CH3:15])[n:6][c:7](-[c:9]2[cH:10][cH:11][cH:12][cH:13][cH:14]2)[cH:8]1>>[NH:1]([N:2]=[C:24]([c:21]1[cH:20][cH:19][c:18]([O:17][CH3:16])[cH:23][cH:22]1)[CH3:25])[c:3]1[n:4][c:5]([CH3:15])[n:6][c:7](-[c:9]2[cH:10][cH:11][cH:12][cH:13][cH:14]2)[cH:8]1. The reactants are C(C)(C)(C)OC(NC1=C(C=C(C(=C1)N1CCCC1)F)NC(CC(=O)C1=CC(=CC=C1)C1=CC(=NO1)C)=O)=O ((4-fluoro-2-{3-[3-(3-methyl-isoxazol-5-yl)-phenyl]-3-oxo-propionylamino}-5-pyrrolidin-1-yl-phenyl)-carbamic acid tert.-butyl ester), C(=O)(C(F)(F)F)O (TFA). The solvent is C(Cl)Cl (CH2Cl2). Product: FC=1C(=CC2=C(NC(CC(=N2)C2=CC(=CC=C2)C2=CC(=NO2)C)=O)C1)N1CCCC1 (8-Fluoro-4-[3-(3-methyl-isoxazol-5-yl)-phenyl]-7-pyrrolidin-1-yl-1,3-dihydro-benzo[b][1,4]diazepin-2-one), solid. RXN SMILES: C(OC(=O)[NH:7][C:8]1[CH:13]=[C:12]([N:14]2[CH2:18][CH2:17][CH2:16][CH2:15]2)[C:11]([F:19])=[CH:10][C:9]=1[NH:20][C:21](=[O:37])[CH2:22][C:23]([C:25]1[CH:30]=[CH:29][CH:28]=[C:27]([C:31]2[O:35][N:34]=[C:33]([CH3:36])[CH:32]=2)[CH:26]=1)=O)(C)(C)C.C(O)(C(F)(F)F)=O>C(Cl)Cl>[F:19][C:11]1[C:12]([N:14]2[CH2:18][CH2:17][CH2:16][CH2:15]2)=[CH:13][C:8]2[N:7]=[C:23]([C:25]3[CH:30]=[CH:29][CH:28]=[C:27]([C:31]4[O:35][N:34]=[C:33]([CH3:36])[CH:32]=4)[CH:26]=3)[CH2:22][C:21](=[O:37])[NH:20][C:9]=2[CH:10]=1. Reported procedure: The title compound was prepared from (4-fluoro-2-{3-[3-(3-methyl-isoxazol-5-yl)-phenyl]-3-oxo-propionylamino}-5-pyrrolidin-1-yl-phenyl)-carbamic acid tert.-butyl ester (Example M48) by treatment with TFA in CH2Cl2 according to the general procedure N. Obtained as a brown solid (86 mg). Product: ClC1=CC=C(C=C1)C(N1CC(C1)[C@H](C(C)(C)F)C1=CC(=CC(=C1)F)F)C1=CC=C(C=C1)Cl (1-[bis(4-chlorophenyl)methyl]-3-[(1S)-1-(3,5-difluorophenyl)-2-fluoro-2-methylpropyl]azetidine). Reactants: [OH-].[Na+] (NaOH), C(=O)(O)[O-].[Na+] (NaHCO3), ClC1=CC=C(C=C1)C(N1CC(C1)C(C(C)(O)C)C1=CC(=CC(=C1)F)F)C1=CC=C(C=C1)Cl (1-{1-[bis(4-chlorophenyl)methyl]azetidin-3-yl}-1-(3,5-difluorophenyl)-2-methylpropan-2-ol), [OH-].[Na+] (NaOH), N1=CC=CC=C1.F (hydrogen fluoride-pyridine). The solvent is C(Cl)Cl (CH2Cl2), C(Cl)Cl (CH2Cl2). Procedure details: To a solution of 175 mg (0.368 mmol) of 1-{1-[bis(4-chlorophenyl)methyl]azetidin-3-yl}-1-(3,5-difluorophenyl)-2-methylpropan-2-ol in 3 mL of CH2Cl2. 1 mL of hydrogen fluoride-pyridine was added and the reaction was stirred for 9 h at 42° C. Then the reaction mixture was poured to 7 mL of 5N NaOH, 7 mL of ag NaHCO3 and 30 mL of CH2Cl2. Adjusted pH to 8-9 with 2N NaOH. The water layer was extracted with CH2Cl2 (3×30 mL). The combined organic layer was dried over Na2SO4 and concentrated. The residu... Conditions: temperature 42 celsius, time 9 hour. As a reaction SMILES: [Cl:1][C:2]1[CH:7]=[CH:6][C:5]([CH:8]([C:26]2[CH:31]=[CH:30][C:29]([Cl:32])=[CH:28][CH:27]=2)[N:9]2[CH2:12][CH:11]([CH:13]([C:18]3[CH:23]=[C:22]([F:24])[CH:21]=[C:20]([F:25])[CH:19]=3)[C:14]([CH3:17])(O)[CH3:15])[CH2:10]2)=[CH:4][CH:3]=1.N1C=CC=CC=1.[FH:39].[OH-].[Na+].C([O-])(O)=O.[Na+]>C(Cl)Cl>[Cl:1][C:2]1[CH:7]=[CH:6][C:5]([CH:8]([C:26]2[CH:31]=[CH:30][C:29]([Cl:32])=[CH:28][CH:27]=2)[N:9]2[CH2:12][CH:11]([C@@H:13]([C:18]3[CH:23]=[C:22]([F:24])[CH:21]=[C:20]([F:25])[CH:19]=3)[C:14]([F:39])([CH3:17])[CH3:15])[CH2:10]2)=[CH:4][CH:3]=1 |f:1.2,3.4,5.6|. The reactants are COC1=C(C=C2[C@@H]3C4=C(C=C(C=C4)O)OC[C@@]3(CC2=C1)O)OC (DK002), CC1(OB(OC1(C)C)C1=CC=C(C=C1)N)C (4-(4,4,5,5-Tetramethyl-[1,3,2]dioxaborolan-2-yl)-phenylamine), C([O-])(O)=O.[Na+] (sodium bicarbonate), N#N (N2), COC(=O)C1=C(OC(=C1)Br)C (5-Bromo-2-methyl-furan-3-carboxylic acid methyl ester). The reagents and catalysts are C=1C=CC(=CC1)[P](C=2C=CC=CC2)(C=3C=CC=CC3)[Pd]([P](C=4C=CC=CC4)(C=5C=CC=CC5)C=6C=CC=CC6)([P](C=7C=CC=CC7)(C=8C=CC=CC8)C=9C=CC=CC9)[P](C=1C=CC=CC1)(C=1C=CC=CC1)C=1C=CC=CC1 (Pd(PPh3)4). Solvent: COCCOC (DME). Run at time 15 minute. Yields the product COC(=O)C1=C(OC(=C1)C1=CC=C(C=C1)N)C (5-(4-Amino-phenyl)-2-methyl-furan-3-carboxylic acid methyl ester). Isolated yield 46.7%. Reaction SMILES: COC1C=C2C([C@H]3[C@@](O)(C2)COC2C=C(O)C=CC3=2)=CC=1OC.N#N.[CH3:26][O:27][C:28]([C:30]1[CH:34]=[C:33](Br)[O:32][C:31]=1[CH3:36])=[O:29].CC1(C)C(C)(C)OB([C:45]2[CH:50]=[CH:49][C:48]([NH2:51])=[CH:47][CH:46]=2)O1.C(=O)(O)[O-].[Na+]>COCCOC.C1C=CC([P]([Pd]([P](C2C=CC=CC=2)(C2C=CC=CC=2)C2C=CC=CC=2)([P](C2C=CC=CC=2)(C2C=CC=CC=2)C2C=CC=CC=2)[P](C2C=CC=CC=2)(C2C=CC=CC=2)C2C=CC=CC=2)(C2C=CC=CC=2)C2C=CC=CC=2)=CC=1>[CH3:26][O:27][C:28]([C:30]1[CH:34]=[C:33]([C:45]2[CH:50]=[CH:49][C:48]([NH2:51])=[CH:47][CH:46]=2)[O:32][C:31]=1[CH3:36])=[O:29] |f:4.5,^1:67,69,88,107|. Procedure details: DK002+003 (The following reaction is carried out in a N2 atmosphere.) Dissolve Pd(PPh3)4 (1.26 g, 1.09 mmol) and 5-Bromo-2-methyl-furan-3-carboxylic acid methyl ester (53) (4.77 g, 21.77 mmol) in DME (116 mL) and stir for 15 min at rt. Add 4-(4,4,5,5-Tetramethyl-[1,3,2]dioxaborolan-2-yl)-phenylamine (5.25 g, 23.96 mmol) followed by an aqu. 1M sodium bicarbonate solution (65.4 mL, 65.3 mmol). Degas the reaction mixture carefully, flush with N2 (5 times) and stir for 4 h at 95° C. (reflux). Cool r... Starting materials: C1=CC(=CC2=C1C=NC1=C(S2(=O)=O)C=CC=C1)C(=O)OC (Methyl Dibenzo[b,f][1,4]thiazepin-3-carboxylate 5,5-Dioxide), [OH-].[K+] (potassium hydroxide), O (water), C(C)O (ethanol). Solvent: O1CCOCC1 (dioxane). Yields the product C1=CC(=CC2=C1C=NC1=C(S2(=O)=O)C=CC=C1)C(=O)O (Dibenzo[b,f][1,4]thiazepin-3-carboxylic Acid 5,5-Dioxide). Reaction SMILES: [CH:1]1[C:6]2[CH:7]=[N:8][C:9]3[CH:17]=[CH:16][CH:15]=[CH:14][C:10]=3[S:11](=[O:13])(=[O:12])[C:5]=2[CH:4]=[C:3]([C:18]([O:20]C)=[O:19])[CH:2]=1.[OH-].[K+].O.C(O)C>O1CCOCC1>[CH:1]1[C:6]2[CH:7]=[N:8][C:9]3[CH:17]=[CH:16][CH:15]=[CH:14][C:10]=3[S:11](=[O:13])(=[O:12])[C:5]=2[CH:4]=[C:3]([C:18]([OH:20])=[O:19])[CH:2]=1 |f:1.2|. Procedure details: Stir a mixture 2.04 gm (6.77 mmole) of the ester from Example 17. 2.24 gm (20 mmole) of 85% aqueous potassium hydroxide, 11 ml of water, 55 ml of ethanol and 5.5 ml of dioxane under argon at room temperature for 1 hour. Evaporate to a syrup and dilute with 25 ml of water. Charcoal and filter twice. Acidify with acetic acid. Separate the precipitate by filtration, wash with water and dry to obtain the title product (m.p. 302° C. dec.).